Dataset: the Open Reaction Database (ORD), a public repository of structured organic reaction records. Task: describe an organic reaction: reactants, conditions, products, and yield Reactants: C(C)C=1C=CC=C2C=CNC12 (7-ethyl-1H-indole), [Cl-].COC=1C=C(C=[N+](C)C)C=CC1OC ((3,4-dimethoxy-benzylidene)-dimethylammonium chloride), COC=1C=C(C=O)C=CC1OC (3,4-dimethoxy-benzaldehyde), CNC (dimethylamine). The product is COC=1C=C(C=CC1OC)C(C1=CNC2=C(C=CC=C12)CC)N(C)C ([(3,4-Dimethoxy-phenyl)-(7-ethyl-1H-indol-3-yl)-methyl]-dimethyl-amine). As a reaction SMILES: [CH2:1]([C:3]1[CH:4]=[CH:5][CH:6]=[C:7]2[C:11]=1[NH:10][CH:9]=[CH:8]2)[CH3:2].[Cl-].[CH3:13][O:14][C:15]1[CH:16]=[C:17]([CH:22]=[CH:23][C:24]=1[O:25][CH3:26])[CH:18]=[N+:19]([CH3:21])[CH3:20].COC1C=C(C=CC=1OC)C=O.CNC>>[CH3:13][O:14][C:15]1[CH:16]=[C:17]([CH:18]([N:19]([CH3:21])[CH3:20])[C:8]2[C:7]3[C:11](=[C:3]([CH2:1][CH3:2])[CH:4]=[CH:5][CH:6]=3)[NH:10][CH:9]=2)[CH:22]=[CH:23][C:24]=1[O:25][CH3:26] |f:1.2|. Procedure details: The preparation was carried out in accordance with general synthesis instructions 4 from 7-ethyl-1H-indole and (3,4-dimethoxy-benzylidene)-dimethylammonium chloride, which had been prepared in accordance with example 44 from 3,4-dimethoxy-benzaldehyde and dimethylamine.